The task is: describe an organic reaction: reactants, conditions, products, and yield. This data is from the Open Reaction Database (ORD), a public repository of structured organic reaction records. Reactants: O=C(O)c1ccc(B(O)O)cc1, O=C([O-])[O-], CC#N, CN(C)S(=O)(=O)c1cccnc1Cl, [Na+], [Na+], c1ccc(P(c2ccccc2)(c2ccccc2)[Pd](P(c2ccccc2)(c2ccccc2)c2ccccc2)(P(c2ccccc2)(c2ccccc2)c2ccccc2)P(c2ccccc2)(c2ccccc2)c2ccccc2)cc1. Yields the product CN(C)S(=O)(=O)c1cccnc1-c1ccc(C(=O)O)cc1. RXN SMILES: [C:14](=[O:15])([OH:16])[c:17]1[cH:18][cH:19][c:20]([B:23]([OH:24])[OH:25])[cH:21][cH:22]1.[C:26](=[O:27])([O-:28])[O-:29].[CH3:109][C:110]#[N:111].[Cl:1][c:2]1[n:3][cH:4][cH:5][cH:6][c:7]1[S:8](=[O:9])(=[O:10])[N:11]([CH3:12])[CH3:13].[Na+:30].[Na+:31].[cH:32]1[cH:33][cH:34][c:35]([P:36]([Pd:37]([P:38]([c:39]2[cH:40][cH:41][cH:42][cH:43][cH:44]2)([c:45]2[cH:46][cH:47][cH:48][cH:49][cH:50]2)[c:51]2[cH:52][cH:53][cH:54][cH:55][cH:56]2)([P:57]([c:58]2[cH:59][cH:60][cH:61][cH:62][cH:63]2)([c:64]2[cH:65][cH:66][cH:67][cH:68][cH:69]2)[c:70]2[cH:71][cH:72][cH:73][cH:74][cH:75]2)[P:76]([c:77]2[cH:78][cH:79][cH:80][cH:81][cH:82]2)([c:83]2[cH:84][cH:85][cH:86][cH:87][cH:88]2)[c:89]2[cH:90][cH:91][cH:92][cH:93][cH:94]2)([c:95]2[cH:96][cH:97][cH:98][cH:99][cH:100]2)[c:101]2[cH:102][cH:103][cH:104][cH:105][cH:106]2)[cH:107][cH:108]1>>[c:2]1(-[c:20]2[cH:19][cH:18][c:17]([C:14](=[O:15])[OH:16])[cH:22][cH:21]2)[n:3][cH:4][cH:5][cH:6][c:7]1[S:8](=[O:9])(=[O:10])[N:11]([CH3:12])[CH3:13]. Starting materials: FC(C(=O)O)(F)F (Trifluoroacetic acid), CS(=O)(=O)C=1C=C2CCN(C2=CC1)C1=CC(=NC=N1)OC1CCN(CC1)C(=O)OC(C)(C)C (tert-butyl 4-({6-[5-(methylsulfonyl)indolin-1-yl]pyrimidin-4-yl}oxy)piperidine-1-carboxylate), C(C)(C)N(CC)C(C)C (diisopropylethylamine), C(CCC)S(=O)(=O)Cl (1-butanesulfonyl chloride). Run in ClCCl (dichloromethane), ClCCl (dichloromethane), ClCCl (dichloromethane). Run at time 1 hour. Product: C(CCC)S(=O)(=O)N1CCC(CC1)OC1=CC(=NC=N1)N1CCC2=CC(=CC=C12)S(=O)(=O)C (1-(6-{[1-(butylsulfonyl)piperidin-4-yl]oxy}pyrimidin-4-yl)-5-(methylsulfonyl)indoline). Isolated yield 82.6%. Reaction SMILES: FC(F)(F)C(O)=O.[CH3:8][S:9]([C:12]1[CH:13]=[C:14]2[C:18](=[CH:19][CH:20]=1)[N:17]([C:21]1[N:26]=[CH:25][N:24]=[C:23]([O:27][CH:28]3[CH2:33][CH2:32][N:31](C(OC(C)(C)C)=O)[CH2:30][CH2:29]3)[CH:22]=1)[CH2:16][CH2:15]2)(=[O:11])=[O:10].C(N(C(C)C)CC)(C)C.[CH2:50]([S:54](Cl)(=[O:56])=[O:55])[CH2:51][CH2:52][CH3:53]>ClCCl>[CH2:50]([S:54]([N:31]1[CH2:32][CH2:33][CH:28]([O:27][C:23]2[N:24]=[CH:25][N:26]=[C:21]([N:17]3[C:18]4[C:14](=[CH:13][C:12]([S:9]([CH3:8])(=[O:10])=[O:11])=[CH:20][CH:19]=4)[CH2:15][CH2:16]3)[CH:22]=2)[CH2:29][CH2:30]1)(=[O:56])=[O:55])[CH2:51][CH2:52][CH3:53]. Procedure: Trifluoroacetic acid (727 μL) was added at 0° C. to a dichloromethane (2.90 mL) solution of the tert-butyl 4-({6-[5-(methylsulfonyl)indolin-1-yl]pyrimidin-4-yl}oxy)piperidine-1-carboxylate (145 mg, 0.306 mmol) produced in Example 1, and the mixture was stirred at room temperature for 1 hour. The solvent was distilled off under reduced pressure. To a dichloromethane (3.70 mL) solution of the obtained residue and diisopropylethylamine (1.07 mL, 6.14 mmol), a dichloromethane (1.85 mL) solution of 1... Starting materials: [Br-], CCOC(=O)c1cc(Br)sc1CC, CC[SiH](CC)CC, CC(C)[Mg+], [Cl-], [NH4+], C1CCOC1, O=C1CCOCC1, C1CCOC1, O=C(O)C(F)(F)F. Product: CCOC(=O)c1cc(C2CCOCC2)sc1CC. As a reaction SMILES: [Br-:19].[Br:1][c:2]1[cH:3][c:4]([C:9](=[O:10])[O:11][CH2:12][CH3:13])[c:5]([CH2:7][CH3:8])[s:6]1.[CH2:33]([SiH:34]([CH2:35][CH3:36])[CH2:37][CH3:38])[CH3:39].[CH:20]([Mg+:21])([CH3:22])[CH3:23].[Cl-:31].[NH4+:32].[O:14]1[CH2:15][CH2:16][CH2:17][CH2:18]1.[O:24]1[CH2:25][CH2:26][C:27](=[O:30])[CH2:28][CH2:29]1.[O:40]1[CH2:41][CH2:42][CH2:43][CH2:44]1.[OH:45][C:46]([C:47]([F:48])([F:49])[F:50])=[O:51]>>[c:2]1([CH:27]2[CH2:26][CH2:25][O:24][CH2:29][CH2:28]2)[cH:3][c:4]([C:9](=[O:10])[O:11][CH2:12][CH3:13])[c:5]([CH2:7][CH3:8])[s:6]1. Reactants: N=1C=2C=CC=CC2C=CC1C, O=C(O)C1CCOCC1. Reagents/catalysts: O=S(=O)(O)OOS(=O)(=O)O.N. Solvent: O, O=S(C)C. Conditions: temperature 40 celsius, time 16 hour. Product: N=1C=2C=CC=CC2C(=CC1C)C3CCOCC3. Isolated yield 53.0%. Reactants: FC(C(CC(=O)C=1C=C2COC3(C2=CC1)CN(C3)C(=O)OC(C)(C)C)(C3=CC(=C(C(=C3)Cl)Cl)Cl)C[N+](=O)[O-])(F)F (tert-butyl 5′-(4,4,4-trifluoro-3-(nitromethyl)-3-(3,4,5-trichlorophenyl)butanoyl)-3′H-spiro[azetidine-3,1′-isobenzofuran]-1-carboxylate). Solvent: C(C)O (ethanol). The product is ClC=1C=C(C=C(C1Cl)Cl)C1(CN=C(C1)C=1C=C2COC3(C2=CC1)CN(C3)C(=O)OC(C)(C)C)C(F)(F)F (tert-butyl 5′-(3-(3,4,5-trichlorophenyl)-3-(trifluoromethyl)-3,4-dihydro-2H-pyrrol-5-yl)-3′H-spiro[azetidine-3,1′-isobenzofuran]-1-carboxylate), starting material. RXN SMILES: [F:1][C:2]([F:40])([F:39])[C:3]([CH2:35][N+:36]([O-])=O)([C:26]1[CH:31]=[C:30]([Cl:32])[C:29]([Cl:33])=[C:28]([Cl:34])[CH:27]=1)[CH2:4][C:5]([C:7]1[CH:8]=[C:9]2[C:13](=[CH:14][CH:15]=1)[C:12]1([CH2:18][N:17]([C:19]([O:21][C:22]([CH3:25])([CH3:24])[CH3:23])=[O:20])[CH2:16]1)[O:11][CH2:10]2)=O>C(O)C>[Cl:34][C:28]1[CH:27]=[C:26]([C:3]2([C:2]([F:40])([F:39])[F:1])[CH2:4][C:5]([C:7]3[CH:8]=[C:9]4[C:13](=[CH:14][CH:15]=3)[C:12]3([CH2:16][N:17]([C:19]([O:21][C:22]([CH3:25])([CH3:23])[CH3:24])=[O:20])[CH2:18]3)[O:11][CH2:10]4)=[N:36][CH2:35]2)[CH:31]=[C:30]([Cl:32])[C:29]=1[Cl:33]. Reported procedure: A solution of tert-butyl 5′-(4,4,4-trifluoro-3-(nitromethyl)-3-(3,4,5-trichlorophenyl)butanoyl)-3′H-spiro[azetidine-3,1′-isobenzofuran]-1-carboxylate (Preparation 3, 5.1 g, 8.97 mmol) in ethanol (51 mL) was purged with nitrogen gas for 30 minutes. To this reaction mixture was added pre-washed Raney Nickel (1.22 g, 50% suspension in water). Reaction mixture was stirred under hydrogen atmosphere using balloon for 16 hours at room temperature. Progress of the reaction was monitored by TLC. After co... Starting materials: OS(=O)(=O)O (H2SO4), O1CCOC2=C1C=CC=C2N2CCC(CC2)(C)O (1-(2,3-dihydro[1,4]benzodioxin-5-yl)-4-hydroxy-4-methylpiperidine), C(C)#N (acetonitrile), ice. Reaction conditions: time 8 hour. Product: C(C)(=O)NC1(CCN(CC1)C1=CC=CC=2OCCOC21)C (4-acetylamino-1-(2,3-dihydro[1,4]benzodioxin-5-yl)-4-methylpiperidine). As a reaction SMILES: [O:1]1[C:6]2[CH:7]=[CH:8][CH:9]=[C:10]([N:11]3[CH2:16][CH2:15][C:14](O)([CH3:17])[CH2:13][CH2:12]3)[C:5]=2[O:4][CH2:3][CH2:2]1.[OH:19]S(O)(=O)=O.[C:24](#[N:26])[CH3:25]>>[C:24]([NH:26][C:14]1([CH3:17])[CH2:15][CH2:16][N:11]([C:10]2[C:5]3[O:4][CH2:3][CH2:2][O:1][C:6]=3[CH:7]=[CH:8][CH:9]=2)[CH2:12][CH2:13]1)(=[O:19])[CH3:25]. Reported procedure: 1.03 g (4.1 mmol) of the product of Step 1 are dissolved in 4 ml of acetonitrile. 1 ml of concentrated H2SO4 is added dropwise over a period of 5 minutes while the temperature is maintained below 40° C. The whole is stirred overnight at room temperature and then poured into 50 ml of ice-cold 1N sodium hydroxide solution. The whole is extracted with methylene chloride, washed with water, dried and evaporated to yield 0.85 g of residue, which is purified by flash chromatography (eluants:methylene ... Reactants: [BH4-].[Li+] (Lithium borohydride), COC(=O)N1CC(NC(C1)C1=CC(=C(C(=C1)F)F)F)C(=O)OCC (5-(3,4,5-trifluorophenyl)piperazine-1,3-dicarboxylic acid 3-ethyl ester 1-methyl ester), [Cl-].[NH4+] (ammonium chloride), C(C)(=O)OCC (ethyl acetate). Run in C1CCOC1 (THF). Reaction conditions: time 2 hour. Product: OCC1CN(CC(N1)C1=CC(=C(C(=C1)F)F)F)C(=O)OC (methyl 3-hydroxymethyl-5-(3,4,5-trifluorophenyl)piperazine-1-carboxylate). Yield: 99.6%. Reaction SMILES: [BH4-].[Li+].[CH3:3][O:4][C:5]([N:7]1[CH2:12][CH:11]([C:13]2[CH:18]=[C:17]([F:19])[C:16]([F:20])=[C:15]([F:21])[CH:14]=2)[NH:10][CH:9]([C:22](OCC)=[O:23])[CH2:8]1)=[O:6].[Cl-].[NH4+].C(OCC)(=O)C>C1COCC1>[OH:23][CH2:22][CH:9]1[NH:10][CH:11]([C:13]2[CH:14]=[C:15]([F:21])[C:16]([F:20])=[C:17]([F:19])[CH:18]=2)[CH2:12][N:7]([C:5]([O:4][CH3:3])=[O:6])[CH2:8]1 |f:0.1,3.4|. Reported procedure: Lithium borohydride (187 mg) was added to a solution of 5-(3,4,5-trifluorophenyl)piperazine-1,3-dicarboxylic acid 3-ethyl ester 1-methyl ester (991 mg) in THF (20 mL), and the reaction solution was stirred at room temperature for two hours. A saturated ammonium chloride solution and ethyl acetate were added to the reaction solution, and the organic layer was separated. The resulting organic layer was dried over anhydrous magnesium sulfate and then concentrated under reduced pressure to obtain 86...